From a dataset of the Open Reaction Database (ORD), a public repository of structured organic reaction records. describe an organic reaction: reactants, conditions, products, and yield The reactants are BrC1=CC=C(C=C1)C=1C=CC(=NC1C1=CC=C(C=C1)Br)C1=NC=CC=C1 (5,6-bis(4-bromophenyl)-2,2′-bipyridine), C1(=CC=CC=C1)C (toluene), C1(=CC=CC=C1)C1=C2C=CC=CC2=C(C2=CC=CC=C12)B(O)O (10-phenylanthracene-9-boronic acid), C([O-])([O-])=O.[Na+].[Na+] (sodium carbonate). Reagents/catalysts: C=1C=CC(=CC1)[P](C=2C=CC=CC2)(C=3C=CC=CC3)[Pd]([P](C=4C=CC=CC4)(C=5C=CC=CC5)C=6C=CC=CC6)([P](C=7C=CC=CC7)(C=8C=CC=CC8)C=9C=CC=CC9)[P](C=1C=CC=CC1)(C=1C=CC=CC1)C=1C=CC=CC1 (tetrakis(triphenylphosphine)palladium(0)). Solvent: O (water), C(C)O (ethanol), O (water), CO (methanol). Reaction conditions: temperature 120 celsius. Product: C1(=CC=CC=C1)C1=C2C=CC=CC2=C(C2=CC=CC=C12)C1=CC=C(C=C1)C=1C=CC(=NC1C1=CC=C(C=C1)C=1C2=CC=CC=C2C(=C2C=CC=CC12)C1=CC=CC=C1)C1=NC=CC=C1 (5,6-bis[4-(10-phenyl-9-anthryl)phenyl]-2,2′-bipyridine). The yield is 43.0%. As a reaction SMILES: Br[C:2]1[CH:7]=[CH:6][C:5]([C:8]2[CH:9]=[CH:10][C:11]([C:21]3[CH:26]=[CH:25][CH:24]=[CH:23][N:22]=3)=[N:12][C:13]=2[C:14]2[CH:19]=[CH:18][C:17](Br)=[CH:16][CH:15]=2)=[CH:4][CH:3]=1.[C:27]1([C:33]2[C:46]3[C:41](=[CH:42][CH:43]=[CH:44][CH:45]=3)[C:40](B(O)O)=[C:39]3[C:34]=2[CH:35]=[CH:36][CH:37]=[CH:38]3)[CH:32]=[CH:31][CH:30]=[CH:29][CH:28]=1.C(=O)([O-])[O-].[Na+].[Na+].[C:56]1([CH3:62])[CH:61]=[CH:60][CH:59]=[CH:58][CH:57]=1>C1C=CC([P]([Pd]([P](C2C=CC=CC=2)(C2C=CC=CC=2)C2C=CC=CC=2)([P](C2C=CC=CC=2)(C2C=CC=CC=2)C2C=CC=CC=2)[P](C2C=CC=CC=2)(C2C=CC=CC=2)C2C=CC=CC=2)(C2C=CC=CC=2)C2C=CC=CC=2)=CC=1.CO.O.C(O)C>[C:27]1([C:33]2[C:46]3[C:41](=[CH:42][CH:43]=[CH:44][CH:45]=3)[C:40]([C:2]3[CH:7]=[CH:6][C:5]([C:8]4[CH:9]=[CH:10][C:11]([C:21]5[CH:26]=[CH:25][CH:24]=[CH:23][N:22]=5)=[N:12][C:13]=4[C:14]4[CH:19]=[CH:18][C:17]([C:57]5[C:56]6[C:61]([C:60]([C:7]7[CH:2]=[CH:3][CH:4]=[CH:5][CH:6]=7)=[C:59]7[C:58]=5[CH:9]=[CH:8][CH:13]=[CH:14]7)=[CH:10][CH:11]=[CH:21][CH:62]=6)=[CH:16][CH:15]=4)=[CH:4][CH:3]=3)=[C:39]3[C:34]=2[CH:35]=[CH:36][CH:37]=[CH:38]3)[CH:32]=[CH:31][CH:30]=[CH:29][CH:28]=1 |f:2.3.4,^1:66,68,87,106|. Reported procedure: In a 100-mL three-neck flask were put 0.74 g (1.6 mmol) of 5,6-bis(4-bromophenyl)-2,2′-bipyridine, 1.1 g (3.7 mmol) of 10-phenylanthracene-9-boronic acid, 0.79 g (7.4 mmol) of sodium carbonate, 20 mL of toluene, 5 mL of ethanol, and 5 mL of water. The mixture was degassed by being stirred under reduced pressure, and the air in the flask was replaced with nitrogen. To this mixture was added 74 mg (0.14 mmol) of tetrakis(triphenylphosphine)palladium(0), and the mixture was refluxed at 120° C. unde... Reactants: C(C(=O)Cl)(=O)Cl (Oxalyl chloride), FC(C1=CC=C(OC2=CC=C(OC(C(=O)O)C)C=C2)C=C1)(F)F (2-[4-(4-trifluoromethylphenoxy)phenoxy]propionic acid). Reagents/catalysts: CN(C=O)C (dimethylformamide). Solvent: CCOCC (ether). Conditions: time 3 hour. The product is FC(C1=CC=C(OC2=CC=C(OC(C(=O)Cl)C)C=C2)C=C1)(F)F (2-[4-(4-trifluoromethylphenoxy)phenoxy]propionic acid chloride). Reaction SMILES: C(Cl)(=O)C([Cl:4])=O.[F:7][C:8]([F:29])([F:28])[C:9]1[CH:27]=[CH:26][C:12]([O:13][C:14]2[CH:25]=[CH:24][C:17]([O:18][CH:19]([CH3:23])[C:20](O)=[O:21])=[CH:16][CH:15]=2)=[CH:11][CH:10]=1>CN(C)C=O.CCOCC>[F:7][C:8]([F:29])([F:28])[C:9]1[CH:27]=[CH:26][C:12]([O:13][C:14]2[CH:25]=[CH:24][C:17]([O:18][CH:19]([CH3:23])[C:20]([Cl:4])=[O:21])=[CH:16][CH:15]=2)=[CH:11][CH:10]=1. Reported procedure: Oxalyl chloride (1.56 g, 1.1 ml, 12.32 mmol) is added to a stirring solution of 2-[4-(4-trifluoromethylphenoxy)phenoxy]propionic acid (2.00 g, 6.16 mmol), dimethylformamide (DMF; 4 drops) and ether (50 ml). The mixture is stirred at RT for 3 hours. Insoluble material is filtered off and solvent is removed in vacuo to give 2-[4-(4-trifluoromethylphenoxy)phenoxy]propionic acid chloride. Starting materials: Cl (HCl), ClC=1C=CC=2C(C3=C(NC2C1)C(=NN(C3=O)C3=C(C=C(C=C3)OC)C)O)=O (7-Chloro-4-hydroxy-2-(4-methoxy-2-methylphenyl)-1,2,5,10-tetrahydropyridazino[4,5-b]quinoline-1,10-dione), [OH-].OCC[N+](C)(C)C (choline hydroxide), O (water). The solvent is CS(=O)(=O)O (methanesulfonic acid). Reaction conditions: temperature 150 celsius. Yields the product ClC=1C=CC=2C(C3=C(NC2C1)C(=NN(C3=O)C3=C(C=C(C=C3)O)C)O)=O (7-Chloro-4-hydroxy-2-(4-hydroxy-2-methylphenyl)-1,2,5,10-tetrahydropyridazino[4,5-b]quinoline-1,10-dione). Yield: 36.3%. As a reaction SMILES: [Cl:1][C:2]1[CH:3]=[CH:4][C:5]2[C:6](=[O:27])[C:7]3[C:15](=[O:16])[N:14]([C:17]4[CH:22]=[CH:21][C:20]([O:23]C)=[CH:19][C:18]=4[CH3:25])[N:13]=[C:12]([OH:26])[C:8]=3[NH:9][C:10]=2[CH:11]=1.O.[OH-].OCC[N+](C)(C)C.Cl>CS(O)(=O)=O>[Cl:1][C:2]1[CH:3]=[CH:4][C:5]2[C:6](=[O:27])[C:7]3[C:15](=[O:16])[N:14]([C:17]4[CH:22]=[CH:21][C:20]([OH:23])=[CH:19][C:18]=4[CH3:25])[N:13]=[C:12]([OH:26])[C:8]=3[NH:9][C:10]=2[CH:11]=1 |f:2.3|. Procedure: 7-Chloro-4-hydroxy-2-(4-methoxy-2-methylphenyl)-1,2,5,10-tetrahydropyridazino[4,5-b]quinoline-1,10-dione (1.00 g, 2.61 mM) was stirred in methanesulfonic acid (10 mL) to give a brown solution. This solution was heated to 150° C. for 3 hours and cooled to room temperature. The cooled solution was added dropwise to water (50 mL) with stirring to give a grey suspension which was stirred for 20 hours and filtered. The collected solids were washed with water and then suspended in water (50 mL). To th... Reactants: C1CCOC1, COC(=O)c1ccc(-c2ccc(=O)n(CCN(C)C)n2)cc1, CO, Cl, [Na+], [OH-], O. Yields the product CN(C)CCn1nc(-c2ccc(C(=O)O)cc2)ccc1=O. As a reaction SMILES: [CH2:23]1[O:24][CH2:25][CH2:26][CH2:27]1.[CH3:1][O:2][C:3]([c:4]1[cH:5][cH:6][c:7](-[c:10]2[n:11][n:12]([CH2:17][CH2:18][N:19]([CH3:20])[CH3:21])[c:13](=[O:16])[cH:14][cH:15]2)[cH:8][cH:9]1)=[O:22].[CH3:28][OH:29].[ClH:32].[Na+:31].[OH-:30].[OH2:33]>>[O:2]=[C:3]([c:4]1[cH:5][cH:6][c:7](-[c:10]2[n:11][n:12]([CH2:17][CH2:18][N:19]([CH3:20])[CH3:21])[c:13](=[O:16])[cH:14][cH:15]2)[cH:8][cH:9]1)[OH:22].